Dataset: the Open Reaction Database (ORD), a public repository of structured organic reaction records. Task: describe an organic reaction: reactants, conditions, products, and yield The reactants are CC(C)O, Clc1ccc2ccccc2n1, [Na+], [Na+], O=C([O-])[O-], NCCCN(CCO)CCO. Product: OCCN(CCO)CCCNc1ccc2ccccc2n1. As a reaction SMILES: [CH:29]([OH:30])([CH3:31])[CH3:32].[Cl:1][c:2]1[n:3][c:4]2[cH:5][cH:6][cH:7][cH:8][c:9]2[cH:10][cH:11]1.[Na+:23].[Na+:24].[O-:25][C:26](=[O:27])[O-:28].[OH:12][CH2:13][CH2:14][N:15]([CH2:16][CH2:17][OH:18])[CH2:19][CH2:20][CH2:21][NH2:22]>>[c:2]1([NH:22][CH2:21][CH2:20][CH2:19][N:15]([CH2:14][CH2:13][OH:12])[CH2:16][CH2:17][OH:18])[n:3][c:4]2[cH:5][cH:6][cH:7][cH:8][c:9]2[cH:10][cH:11]1. Reactants: C(C)OP(=O)(C1OC(CC1)COS(=O)(=O)C1=CC=C(C=C1)C)OCC ((±)-2-diethoxyphosphinoyl-5-(p-toluenesulfonyloxymethyl)-tetrahydrofuran), [Br-].[Li+] (lithium bromide). Run in CN(C)C=O (DMF). Conditions: temperature 80 celsius, time 4 hour. Yields the product BrC[C@H]1CC[C@@H](O1)P(=O)(OCC)OCC (trans-5-bromomethyl-2-diethoxyphosphinoyl-tetrahydrofuran). RXN SMILES: [CH2:1]([O:3][P:4]([O:23][CH2:24][CH3:25])([CH:6]1[CH2:10][CH2:9][CH:8]([CH2:11]OS(C2C=CC(C)=CC=2)(=O)=O)[O:7]1)=[O:5])[CH3:2].[Br-:26].[Li+]>CN(C=O)C>[Br:26][CH2:11][C@@H:8]1[O:7][C@@H:6]([P:4]([O:23][CH2:24][CH3:25])([O:3][CH2:1][CH3:2])=[O:5])[CH2:10][CH2:9]1 |f:1.2|. Procedure details: To a stirring solution of (±)-2-diethoxyphosphinoyl-5-(p-toluenesulfonyloxymethyl)-tetrahydrofuran (example 60) (12.0 g, 30.61 mmol) in dry DMF (60 mL) was added anhydrous lithium bromide (13.3 g, 153.05 mmol). The solution was then stirred at 80° C. for 4 h. The mixture was cooled and concentrated to dryness under reduced pressure. The residue was then dissolved in methylene chloride and the solution was washed with water (2×50 mL), brine (50 mL), dried (MgSO4) and concentrated. The cis-trans m... Reactants: C1CCNC1, O=C1CCc2cccc(Cl)c2C1, Cc1ccc(S(=O)(=O)O)cc1, c1ccccc1. The product is Clc1cccc2c1C=C(N1CCCC1)CC2. Reaction SMILES: [CH2:13]1[CH2:14][CH2:15][NH:16][CH2:17]1.[Cl:1][c:2]1[cH:3][cH:4][cH:5][c:6]2[c:11]1[CH2:10][C:9](=[O:12])[CH2:8][CH2:7]2.[c:18]1([CH3:19])[cH:20][cH:21][c:22]([S:23]([OH:24])(=[O:25])=[O:26])[cH:27][cH:28]1.[cH:29]1[cH:30][cH:31][cH:32][cH:33][cH:34]1>>[Cl:1][c:2]1[cH:3][cH:4][cH:5][c:6]2[c:11]1[CH:10]=[C:9]([N:16]1[CH2:15][CH2:14][CH2:13][CH2:17]1)[CH2:8][CH2:7]2. Reactants: N1(CCCCC1)CCOC1=CC=C(C=O)C=C1 (4-[2-(1-piperdinyl)ethoxy]benzaldehyde), C(CCS)S (1,3-propanedithiol). Run in C(Cl)(Cl)Cl (chloroform). Conditions: temperature 0 celsius, time 3.5 hour. Yields the product N1(CCCCC1)CCOC1=CC=C(C=C1)C1SCCCS1 (2-[4-[2-(1-piperdinyl)ethoxy]phenyl]1,3-dithiane). Isolated yield 67.7%. As a reaction SMILES: [N:1]1([CH2:7][CH2:8][O:9][C:10]2[CH:17]=[CH:16][C:13]([CH:14]=O)=[CH:12][CH:11]=2)[CH2:6][CH2:5][CH2:4][CH2:3][CH2:2]1.[CH2:18]([SH:22])[CH2:19][CH2:20][SH:21]>C(Cl)(Cl)Cl>[N:1]1([CH2:7][CH2:8][O:9][C:10]2[CH:17]=[CH:16][C:13]([CH:14]3[S:22][CH2:18][CH2:19][CH2:20][S:21]3)=[CH:12][CH:11]=2)[CH2:6][CH2:5][CH2:4][CH2:3][CH2:2]1. Reported procedure: A 500 mL, 3-neck round bottom flask was charged with 4-[2-(1-piperdinyl)ethoxy]benzaldehyde (2.3 g, 10.0 mmol) and 1,3-propanedithiol (1.2 mL, 1.1 g, 10.2 mmol) in 250 mL of anhydrous chloroform under a nitrogen atmosphere. The solution was cooled to near 0° C. and dry HBr gas was slowly bubbled through the reaction mixture for 8 minutes. The mixture was allowed to warm to ambient temperature while stirring during 3.5 hr. The reaction mixture was then added to a large excess of 1N NaOH and ice a... Starting materials: N(=O)[O-].[Na+] (NaNO2), NC=1SC2=C(N1)C=CC(=C2)[N+](=O)[O-] (2-amino-6-nitro-benzothiazole), resultant suspension, [Na+].[Cl-] (NaCl). Reagents/catalysts: [O-]S(=O)(=O)[O-].[Cu+2] (CuSO4). The solvent is O (water), O (water), OP(=O)(O)O (H3PO4), O (water). Run at time 1 hour. Yields the product ClC=1SC2=C(N1)C=CC(=C2)[N+](=O)[O-] (2-Chloro-6-nitrobenzothiazole). Yield: 95.3%. Reaction SMILES: N([O-])=O.[Na+].N[C:6]1[S:7][C:8]2[CH:14]=[C:13]([N+:15]([O-:17])=[O:16])[CH:12]=[CH:11][C:9]=2[N:10]=1.[Na+].[Cl-:19]>O.OP(O)(O)=O.[O-]S([O-])(=O)=O.[Cu+2]>[Cl:19][C:6]1[S:7][C:8]2[CH:14]=[C:13]([N+:15]([O-:17])=[O:16])[CH:12]=[CH:11][C:9]=2[N:10]=1 |f:0.1,3.4,7.8|. Procedure: A solution of NaNO2 (3.18 g, 46.1 mmol) in water was slowly added to a solution of 2-amino-6-nitro-benzothiazole (3.00 g, 15.4 mmol) in 85% H3PO4 over a period of 30 min at 0° C. The reaction solution was stirred for 1 hour and was gradually added to a solution of CuSO4 (7.61 g, 76.8 mmol) and NaCl (13.5 g, 230 mmol) in water over a 30 min period at 0° C. The resultant suspension was allowed to warm to room temperature, stirred until gas evolution ceased, diluted with water and extracted with CH...